Task: describe an organic reaction: reactants, conditions, products, and yield. Dataset: the Open Reaction Database (ORD), a public repository of structured organic reaction records Reactants: Cl[SiH](Cl)C[SiH](Cl)Cl (bis(dichlorosilyl)methane), C1(=CC=CC=C1)C#C (phenylacetylene), C1(=CC=CC=C1)C#C (phenylacetylene), Cl[SiH](Cl)C[SiH](Cl)Cl (bis(dichlorosilyl)methane). Reagents/catalysts: C=1C=CC(=CC1)[P](C=2C=CC=CC2)(C=3C=CC=CC3)[Pd]([P](C=4C=CC=CC4)(C=5C=CC=CC5)C=6C=CC=CC6)([P](C=7C=CC=CC7)(C=8C=CC=CC8)C=9C=CC=CC9)[P](C=1C=CC=CC1)(C=1C=CC=CC1)C=1C=CC=CC1 (Pd(PPh3)4), C=1C=CC(=CC1)[P](C=2C=CC=CC2)(C=3C=CC=CC3)[Pd]([P](C=4C=CC=CC4)(C=5C=CC=CC5)C=6C=CC=CC6)([P](C=7C=CC=CC7)(C=8C=CC=CC8)C=9C=CC=CC9)[P](C=1C=CC=CC1)(C=1C=CC=CC1)C=1C=CC=CC1 (Pd(PPh3)4). Solvent: C1=CC=CC=C1 (benzene). Yields the product Cl[Si]1(C[Si](C(=C1)C1=CC=CC=C1)(Cl)Cl)Cl (1,1,3,3-tetrachloro-4-phenyl-1,3-disilacyclopent-4-ene). Isolated yield 48.2%. RXN SMILES: [C:1]1([C:7]#[CH:8])[CH:6]=[CH:5][CH:4]=[CH:3][CH:2]=1.[Cl:9][SiH:10]([CH2:12][SiH:13]([Cl:15])[Cl:14])[Cl:11]>C1C=CC([P]([Pd]([P](C2C=CC=CC=2)(C2C=CC=CC=2)C2C=CC=CC=2)([P](C2C=CC=CC=2)(C2C=CC=CC=2)C2C=CC=CC=2)[P](C2C=CC=CC=2)(C2C=CC=CC=2)C2C=CC=CC=2)(C2C=CC=CC=2)C2C=CC=CC=2)=CC=1.C1C=CC=CC=1>[Cl:9][Si:10]1([Cl:11])[CH:8]=[C:7]([C:1]2[CH:6]=[CH:5][CH:4]=[CH:3][CH:2]=2)[Si:13]([Cl:15])([Cl:14])[CH2:12]1 |^1:19,21,40,59|. Procedure details: Hydrosilation of phenylacetylene with bis(dichlorosilyl)methane in the presence of Pd(PPh3)4. Into the same apparatus as described in Example 1 were added 1 g of bis(dichlorosilyl)methane, 0.101 g of Pd(PPh3)4, and 20 ml of dried benzene. The flask content was heated to reflux and 0.52 ml of phenylacetylene was added over a ten minute period. The flask content was refluxed, with stirring, for another hours and then the solvent removed at atmospheric pressure. The products were vacuum distilled a... The reactants are C(C)OC(CC(CC(C)C)C[N+](=O)[O-])=O (5-methyl-3-nitromethyl-hexanoic acid ethyl ester), [OH-].[Na+] (NaOH). Yields the product C(C)OC(C[C@H](CC(C)C)C[N+](=O)[O-])=O ((S)-5-methyl-3-nitromethyl-hexanoic acid ethyl ester). Yield: 43.0%. As a reaction SMILES: [CH2:1]([O:3][C:4](=[O:15])[CH2:5][CH:6]([CH2:11][N+:12]([O-:14])=[O:13])[CH2:7][CH:8]([CH3:10])[CH3:9])[CH3:2].[OH-].[Na+]>>[CH2:1]([O:3][C:4](=[O:15])[CH2:5][C@@H:6]([CH2:11][N+:12]([O-:14])=[O:13])[CH2:7][CH:8]([CH3:10])[CH3:9])[CH3:2] |f:1.2|. Procedure details: 100 g of 5-methyl-3-nitromethyl-hexanoic acid ethyl ester (VIII, R1=ethyl) were added to an aqueous solution of EstB (500 mL cell extract; ˜5 g total protein concentration). At a temperature of 25° C. the pH was kept at 7.0 by continuous addition of 5M aqueous NaOH. After 55% conversion (corresponds to 50.6 mL of NaOH consumption) the reaction was stopped by addition of 100 mL of ethyl acetate. 100 mL of 5M aqueous NaOH were added and the layers were separated. The aqueous layer was washed once ... The reactants are C1(CC1)C1=NC=CC(=N1)C1=NC=2C(=NC(=CC2)N2C[C@@H](CCC2)C(=O)OC)N1 ((R)-methyl 1-(2-(2-cyclopropylpyrimidin-4-yl)-3H-imidazo[4,5-b]pyridin-5-yl)piperidine-3-carboxylate), [OH-].[Na+] (sodium hydroxide). The solvent is C(C)O (ethanol). Reaction conditions: time 2 hour. The product is C1(CC1)C1=NC=CC(=N1)C1=NC=2C(=NC(=CC2)N2C[C@@H](CCC2)C(=O)O)N1 ((R)-1-(2-(2-cyclopropylpyrimidin-4-yl)-3H-imidazo[4,5-b]pyridin-5-yl)piperidine-3-carboxylic acid). The yield is 83.2%. Reaction SMILES: [CH:1]1([C:4]2[N:9]=[C:8]([C:10]3[NH:28][C:13]4=[N:14][C:15]([N:18]5[CH2:23][CH2:22][CH2:21][C@@H:20]([C:24]([O:26]C)=[O:25])[CH2:19]5)=[CH:16][CH:17]=[C:12]4[N:11]=3)[CH:7]=[CH:6][N:5]=2)[CH2:3][CH2:2]1.[OH-].[Na+]>C(O)C>[CH:1]1([C:4]2[N:9]=[C:8]([C:10]3[NH:28][C:13]4=[N:14][C:15]([N:18]5[CH2:23][CH2:22][CH2:21][C@@H:20]([C:24]([OH:26])=[O:25])[CH2:19]5)=[CH:16][CH:17]=[C:12]4[N:11]=3)[CH:7]=[CH:6][N:5]=2)[CH2:3][CH2:2]1 |f:1.2|. Reported procedure: To a solution of (R)-methyl 1-(2-(2-cyclopropylpyrimidin-4-yl)-3H-imidazo[4,5-b]pyridin-5-yl)piperidine-3-carboxylate (250 mg, 0.66 mmol) in ethanol (10 mL), was added an aqueous solution of sodium hydroxide (1N, 5 mL). The reaction mixture was stirred at room temperature for 2 h. The solvent was distilled off and the residue was partitioned between water and ethyl acetate. The aqueous layer was acidified with aqueous hydrochloric acid (10%) to pH˜2. The resulting precipitate was collected by fi... The reactants are C(C1=CC=CC=C1)OC=1C(=NC=CC1)C(=O)OC (methyl 3-benzyloxypicolinate), ClC=1C=C(C(=O)OO)C=CC1 (3-chloroperoxybenzoic acid). The solvent is C(Cl)Cl (CH2Cl2). The product is C(C1=CC=CC=C1)OC1=C([N+](=CC=C1)[O-])C(=O)OC (methyl 3-benzyloxypicolinate-1-oxide). Isolated yield 94.6%. RXN SMILES: [CH2:1]([O:8][C:9]1[C:10]([C:15]([O:17][CH3:18])=[O:16])=[N:11][CH:12]=[CH:13][CH:14]=1)[C:2]1[CH:7]=[CH:6][CH:5]=[CH:4][CH:3]=1.ClC1C=C(C=CC=1)C(OO)=[O:24]>C(Cl)Cl>[CH2:1]([O:8][C:9]1[CH:14]=[CH:13][CH:12]=[N+:11]([O-:24])[C:10]=1[C:15]([O:17][CH3:18])=[O:16])[C:2]1[CH:3]=[CH:4][CH:5]=[CH:6][CH:7]=1. Procedure details: A solution of methyl 3-benzyloxypicolinate (4.86 g) and 3-chloroperoxybenzoic acid (5.75 g, 60% peracid) in CH2Cl2 (100 mL) was stirred at room temperature for 40 hours. The reaction mixture was then extracted with 5% sodium bisulfite solution (100 mL) then with 0.5N NaOH solution (150 mL). After drying (MgSO4), the solvent was evaporated to give 4.9 g of methyl 3-benzyloxypicolinate-1-oxide as a white solid. Recrystallization from methylcyclohexane/toluene gave a crystalline solid, m.p. 104-106... The reactants are CC(C)(C)OC(=O)N1CCCC1(Cc1cccc(F)c1)C(=O)N1CCCN(C2CCC2)CC1, CCO, Cl, C1COCCO1. The product is O=C(N1CCCN(C2CCC2)CC1)C1(Cc2cccc(F)c2)CCCN1. Reaction SMILES: [C:1]([O:2][C:3](=[O:4])[N:8]1[C:9]([CH2:13][c:14]2[cH:15][c:16]([F:20])[cH:17][cH:18][cH:19]2)([C:21](=[O:22])[N:23]2[CH2:24][CH2:25][N:26]([CH:30]3[CH2:31][CH2:32][CH2:33]3)[CH2:27][CH2:28][CH2:29]2)[CH2:10][CH2:11][CH2:12]1)([CH3:5])([CH3:6])[CH3:7].[CH3:34][CH2:35][OH:36].[ClH:37].[O:38]1[CH2:39][CH2:40][O:41][CH2:42][CH2:43]1>>[NH:8]1[C:9]([CH2:13][c:14]2[cH:15][c:16]([F:20])[cH:17][cH:18][cH:19]2)([C:21](=[O:22])[N:23]2[CH2:24][CH2:25][N:26]([CH:30]3[CH2:31][CH2:32][CH2:33]3)[CH2:27][CH2:28][CH2:29]2)[CH2:10][CH2:11][CH2:12]1.